This data is from the Open Reaction Database (ORD), a public repository of structured organic reaction records. The task is: describe an organic reaction: reactants, conditions, products, and yield Reactants: O=C(Cl)C1CC1, Cc1ccc(Oc2ccc3nc(N)sc3n2)cc1NC(=O)c1cccc(C(C)(C)C#N)c1, c1ccncc1. Yields the product Cc1ccc(Oc2ccc3nc(NC(=O)C4CC4)sc3n2)cc1NC(=O)c1cccc(C(C)(C)C#N)c1. As a reaction SMILES: [CH:33]1([C:36](=[O:37])[Cl:38])[CH2:34][CH2:35]1.[NH2:1][c:2]1[s:3][c:4]2[n:5][c:6]([O:11][c:12]3[cH:13][cH:14][c:15]([CH3:32])[c:16]([NH:18][C:19]([c:20]4[cH:21][c:22]([C:26]([CH3:27])([CH3:28])[C:29]#[N:30])[cH:23][cH:24][cH:25]4)=[O:31])[cH:17]3)[cH:7][cH:8][c:9]2[n:10]1.[cH:39]1[cH:40][cH:41][n:42][cH:43][cH:44]1>>[NH:1]([c:2]1[s:3][c:4]2[n:5][c:6]([O:11][c:12]3[cH:13][cH:14][c:15]([CH3:32])[c:16]([NH:18][C:19]([c:20]4[cH:21][c:22]([C:26]([CH3:27])([CH3:28])[C:29]#[N:30])[cH:23][cH:24][cH:25]4)=[O:31])[cH:17]3)[cH:7][cH:8][c:9]2[n:10]1)[C:36]([CH:33]1[CH2:34][CH2:35]1)=[O:37]. Starting materials: COC1=C(C=CC(=C1)OC)CN (1-(2,4-dimethoxyphenyl)methanamine), COC(C(CC(=O)OC)=C)=O (2-methylene-succinic acid dimethyl ester). Run in CO (MeOH). Run at temperature 30 celsius, time 10 hour. Product: COC1=C(CN2CC(CC2=O)C(=O)OC)C=CC(=C1)OC (methyl 1-(2,4-dimethoxybenzyl)-5-oxopyrrolidine-3-carboxylate). As a reaction SMILES: [CH3:1][O:2][C:3]1[CH:8]=[C:7]([O:9][CH3:10])[CH:6]=[CH:5][C:4]=1[CH2:11][NH2:12].[CH3:13][O:14][C:15](=[O:23])[C:16](=[CH2:22])[CH2:17][C:18](OC)=[O:19]>CO>[CH3:1][O:2][C:3]1[CH:8]=[C:7]([O:9][CH3:10])[CH:6]=[CH:5][C:4]=1[CH2:11][N:12]1[C:18](=[O:19])[CH2:17][CH:16]([C:15]([O:14][CH3:13])=[O:23])[CH2:22]1. Procedure: The mixture of 1-(2,4-dimethoxyphenyl)methanamine (5.2 g, 32 mmol) and 2-methylene-succinic acid dimethyl ester (5.0 g, 32 mmol) in MeOH (200 mL) was stirred at 30° C. for 10 hours. The solvent was removed under reduced pressure. The residue was recrystallized by petroleum ether to afford compound methyl 1-(2,4-dimethoxybenzyl)-5-oxopyrrolidine-3-carboxylate. 1H NMR (400 MHz, CDCl3) δ 7.13˜7.14 (m, 1H), 6.43-6.45 (m, 2H), 4.41-4.42 (m, 2H), 3.79-3.82 (m, 6H), 3.69 (s, 3H), 3.46-3.49 (m, 2H), 3.1... Reactants: C=C(c1ccc(C)cc1)C1CS1, c1ccccc1. Product: Cc1ccc(C2=CCSC2)cc1. As a reaction SMILES: [S:1]1[CH2:2][CH:3]1[C:4](=[CH2:5])[c:6]1[cH:7][cH:8][c:9]([CH3:12])[cH:10][cH:11]1.[cH:13]1[cH:14][cH:15][cH:16][cH:17][cH:18]1>>[S:1]1[CH2:2][CH:5]=[C:4]([c:6]2[cH:7][cH:8][c:9]([CH3:12])[cH:10][cH:11]2)[CH2:3]1. Reactants: resin, S(=O)(=O)([O-])OOS(=O)(=O)[O-].[K+].[K+] (potassium persulfate), Igepal CO-630 sulfonate, C(C=C)(=O)OCCCC (butyl acrylate), Igepal CO-630 sulfonate, S(=O)(=O)([O-])OOS(=O)(=O)[O-].[K+].[K+] (potassium persulfate), C(C(=C)C)(=O)O (methacrylic acid). The solvent is O (water), O (water). Run at time 3 hour. The product is C(C(=C)C)(=O)O.C(C=C)(=O)OCCCC (Methacrylic Acid Butyl Acrylate). Reaction SMILES: S(OOS([O-])(=O)=O)([O-])(=O)=O.[K+].[K+].[C:13]([OH:18])(=[O:17])[C:14]([CH3:16])=[CH2:15].[C:19]([O:23][CH2:24][CH2:25][CH2:26][CH3:27])(=[O:22])[CH:20]=[CH2:21]>O>[C:13]([OH:18])(=[O:17])[C:14]([CH3:16])=[CH2:15].[C:19]([O:23][CH2:24][CH2:25][CH2:26][CH3:27])(=[O:22])[CH:20]=[CH2:21] |f:0.1.2,6.7|. Reported procedure: To a 2 liter resin kettle was added 260.5 g. water, 40.75 g. Igepal CO-630 sulfonate (24.5% methylene blue activity), and 0.5 g. potassium persulfate. Nitrogen purge was started immediately. To the kettle was being heated to the final temperature, a pre-emulsion was prepared which contained 11.75 g. Igepal CO-630 sulfonate, 130.25 g. water, 0.5 g. potassium persulfate, 134.4 g. methacrylic acid, and 89.6 g. butyl acrylate. The pre-emulsion was placed in a pressure-equalizing addition funnel fitt... Starting materials: CC(=O)C (acetone), N1CCCCC1 (piperidine), FC1(C(NC(NC1O)=O)=O)C(=O)OCC (ethyl 5-fluoro-6-hydroxy-1,2,3,4,5,6-hexahydro-2,4-dioxo-pyrimidine-5-carboxylate), C(C)(=O)OC(C)=O (acetic anhydride). Solvent: N1=CC=CC=C1 (pyridine). Conditions: time 24 hour. Product: FC1(C(NC(NC1N1CCCCC1)=O)=O)C(=O)OCC (ethyl 5-fluoro-6-piperidino-1,2,3,4,5,6-hexahydro-2,4-dioxopyrimidine-5-carboxylate). Reaction SMILES: CC(C)=O.[F:5][C:6]1([C:15]([O:17][CH2:18][CH3:19])=[O:16])[CH:11]([OH:12])[NH:10][C:9](=[O:13])[NH:8][C:7]1=O.C(OC(=O)C)(=O)C.[NH:27]1[CH2:32][CH2:31][CH2:30][CH2:29][CH2:28]1>N1C=CC=CC=1>[F:5][C:6]1([C:15]([O:17][CH2:18][CH3:19])=[O:16])[CH:7]([N:27]2[CH2:32][CH2:31][CH2:30][CH2:29][CH2:28]2)[NH:8][C:9](=[O:13])[NH:10][C:11]1=[O:12]. Reported procedure: In 20 ml. of acetone is dissolved 4.40 g. of ethyl 5-fluoro-6-hydroxy-1,2,3,4,5,6-hexahydro-2,4-dioxo-pyrimidine-5-carboxylate, followed by the addition of 2.5 ml. of acetic anhydride. To this is further added dropwise 2 ml. of pyridine and the mixture is allowed to stand at room temperature for 24 hours. To the colorless reaction mixture thus obtained is added dropwise 5.9 ml. of piperidine, whereby the reaction takes place with evolution of heat. After 5.5 hours' standing at room temperature, ... The reactants are ClC1=NC=C(C(=N1)Cl)F (2,4-Dichloro-5-fluoropyrimidine), BrCC (bromoethane), [Mg] (magnesium), II (iodine), Grignard reagent. Run in C(OC)COC (dimethoxyethane), O1CCCC1 (tetrahydrofuran), O1CCCC1 (tetrahydrofuran), O1CCCC1 (tetrahydrofuran), O1CCCC1 (tetrahydrofuran), C(C)N(CC)CC (triethylamine). Run at temperature 15 celsius, time 1 hour. The product is ClC1=NC(=C(C(=N1)Cl)F)CC (2,4-Dichloro-6-ethyl-5-fluoropyrimidine). The yield is 76.4%. As a reaction SMILES: [Mg].Br[CH2:3][CH3:4].[Cl:5][C:6]1[N:11]=[C:10]([Cl:12])[C:9]([F:13])=[CH:8][N:7]=1.II>O1CCCC1.C(COC)OC.C(N(CC)CC)C>[Cl:5][C:6]1[N:11]=[C:10]([Cl:12])[C:9]([F:13])=[C:8]([CH2:3][CH3:4])[N:7]=1. Procedure details: To a stirred mixture of magnesium turnings (12.1 kg) in tetrahydrofuran (161 L) was added a solution of bromoethane (54.3 kg) in tetrahydrofuran (53 L) maintaining the reaction temperature below 50° C. during the addition. The solution of the Grignard reagent was cooled to 0° C. and a solution of the compound of part (i) (56 kg) in dimethoxyethane (170 L) added, maintaining the reaction temperature below 15° C. during the addition. The reaction was stirred for 1 hour at 15° C. and cooled to 0° C...